This data is from the Open Reaction Database (ORD), a public repository of structured organic reaction records. The task is: describe an organic reaction: reactants, conditions, products, and yield The reactants are Cl.FC=1C=C(C[C@@H]([C@@H](CNC2(CCCCC2)C2=CC(=CC=C2)C(C)C)O)NC(C)=O)C=CC1OCC1=CC=CC=C1 (N-((1S,2R)-1-(3-fluoro-4-(benzyloxy)benzyl)-2-hydroxy-3-{[1-(3-isopropylphenyl)cyclohexyl]amino}propyl)acetamide hydrochloride), Cl.FC=1C=C(C[C@@H]([C@@H](CNC2(CCCCC2)C2=CC(=CC=C2)C(C)C)O)NC(C)=O)C=CC1OCC1=CC=CC=C1 (N-((1S,2R)-1-(3-fluoro-4-(benzyloxy)benzyl)-2-hydroxy-3-{[1-(3-isopropylphenyl)cyclohexyl]amino}propyl)acetamide hydrochloride). The reagents and catalysts are [Pd] (palladium on carbon). Product: Cl.FC=1C=C(C[C@@H]([C@@H](CNC2(CCCCC2)C2=CC(=CC=C2)C(C)C)O)NC(C)=O)C=CC1O (N-((1S,2R)-1-(3-fluoro-4-hydroxybenzyl)-2-hydroxy-3-{[1-(3-isopropylphenyl)cyclohexyl]amino}propyl)acetamide hydrochloride). As a reaction SMILES: [ClH:1].[F:2][C:3]1[CH:4]=[C:5]([CH:31]=[CH:32][C:33]=1[O:34]CC1C=CC=CC=1)[CH2:6][C@H:7]([NH:27][C:28](=[O:30])[CH3:29])[C@H:8]([OH:26])[CH2:9][NH:10][C:11]1([C:17]2[CH:22]=[CH:21][CH:20]=[C:19]([CH:23]([CH3:25])[CH3:24])[CH:18]=2)[CH2:16][CH2:15][CH2:14][CH2:13][CH2:12]1>[Pd]>[ClH:1].[F:2][C:3]1[CH:4]=[C:5]([CH:31]=[CH:32][C:33]=1[OH:34])[CH2:6][C@H:7]([NH:27][C:28](=[O:30])[CH3:29])[C@H:8]([OH:26])[CH2:9][NH:10][C:11]1([C:17]2[CH:22]=[CH:21][CH:20]=[C:19]([CH:23]([CH3:25])[CH3:24])[CH:18]=2)[CH2:16][CH2:15][CH2:14][CH2:13][CH2:12]1 |f:0.1,3.4|. Procedure: Following essentially the procedure of EXAMPLE 71, Step 3, the product from step 2, compound 19, (0.19 g, 0.32 mmol) is deprotected under 20 psi of H2 in the presence of 54 mg of 10% palladium on carbon in 3.5 h, affording, after filtration, concentration and treatment with ethereal HCl, 20 (0.16 g, 0.32 mmol, quant.) as a cream-white solid: 1H NMR (CDCl3+CD3OD drop) δ 7.43–7.27 (m, 4H), 6.86–6.77 (m, 3H), 3.95 (br, 1H), 3.8 (br, 1H), 2.93 (m, 2H), 2.6 (m, 4H), 2.4 (m, 1H), 2.06 (m, 2H), 1.85 (s... The reactants are OC[C@@H]1N(CC1)C(=O)OC(C)(C)C ((R)-tert-butyl 2-(hydroxymethyl)azetidine-1-carboxylate), C1(=CC=C(C=C1)S(=O)(=O)Cl)C (p-toluenesulfonyl chloride), O (water). Solvent: N1=CC=CC=C1 (pyridine). Conditions: time 20 hour. The product is S(=O)(=O)(C1=CC=C(C)C=C1)OC[C@@H]1N(CC1)C(=O)OC(C)(C)C ((R)-tert-butyl 2-(tosyloxymethyl)azetidine-1-carboxylate). RXN SMILES: [OH:1][CH2:2][C@H:3]1[CH2:6][CH2:5][N:4]1[C:7]([O:9][C:10]([CH3:13])([CH3:12])[CH3:11])=[O:8].[C:14]1([CH3:24])[CH:19]=[CH:18][C:17]([S:20](Cl)(=[O:22])=[O:21])=[CH:16][CH:15]=1.O>N1C=CC=CC=1>[S:20]([O:1][CH2:2][C@H:3]1[CH2:6][CH2:5][N:4]1[C:7]([O:9][C:10]([CH3:13])([CH3:12])[CH3:11])=[O:8])([C:17]1[CH:18]=[CH:19][C:14]([CH3:24])=[CH:15][CH:16]=1)(=[O:22])=[O:21]. Reported procedure: Commercially available (R)-tert-butyl 2-(hydroxymethyl)azetidine-1-carboxylate (1.8 g, 9.61 mmol) in pyridine was treated with p-toluenesulfonyl chloride (1.83 g, 9.61 mmol). The reaction mixture was stirred at room temperature for 20 h then poured into water and extracted with ethyl acetate. The ethyl acetate layer was washed with water (3×75 mL) and then dried (MgSO4), filtered, and concentrated in vacuo to afford the titled compound. MS (DCI) m/z 342 (M+H)+. Starting materials: COC1=C(CNS(=O)(=O)C(C(C)(C)O)C2=CC=CC=C2)C=CC(=C1)OC (N-(2,4-dimethoxybenzyl)-2-hydroxy-2-methyl-1-phenylpropane-1-sulfonamide), FC(C(=O)O)(F)F (trifluoroacetic acid), C1(=CC=CC=C1)C (toluene). The solvent is ClCCl (dichloromethane). Run at time 2 hour. The product is OC(C(S(=O)(=O)N)C1=CC=CC=C1)(C)C (2-Hydroxy-2-methyl-1-phenylpropane-1-sulfonamide). Yield: 55.8%. As a reaction SMILES: COC1C=C(OC)C=CC=1C[NH:6][S:7]([CH:10]([C:15]1[CH:20]=[CH:19][CH:18]=[CH:17][CH:16]=1)[C:11]([OH:14])([CH3:13])[CH3:12])(=[O:9])=[O:8].FC(F)(F)C(O)=O.C1(C)C=CC=CC=1>ClCCl>[OH:14][C:11]([CH3:13])([CH3:12])[CH:10]([C:15]1[CH:20]=[CH:19][CH:18]=[CH:17][CH:16]=1)[S:7]([NH2:6])(=[O:8])=[O:9]. Procedure: A solution of 2.67 g of N-(2,4-dimethoxybenzyl)-2-hydroxy-2-methyl-1-phenylpropane-1-sulfonamide in 20 ml of dichloromethane was admixed with 3.74 ml of trifluoroacetic acid and stirred at room temperature for 2 hours. The starting solution was coevaporated twice with 100 ml of toluene and the crude product was purified using by means of normal phase chromatography using a Flashmaster with an n-heptane/ethyl acetate gradient. The product-containing fractions were combined and concentrated by rot... Reactants: CC(C)(C)[Si](C)(C)OCCC1CO1, CCO, Nc1ccc2c(c1)NC(=O)CO2, O. The product is CC(C)(C)[Si](C)(C)OCCC(O)CNc1ccc2c(c1)NC(=O)CO2. RXN SMILES: [C:13]([CH3:14])([CH3:15])([CH3:16])[Si:17]([O:18][CH2:19][CH2:20][CH:21]1[O:22][CH2:23]1)([CH3:24])[CH3:25].[CH3:26][CH2:27][OH:28].[NH2:1][c:2]1[cH:3][cH:4][c:5]2[c:6]([cH:12]1)[NH:7][C:8](=[O:11])[CH2:9][O:10]2.[OH2:29]>>[NH:1]([c:2]1[cH:3][cH:4][c:5]2[c:6]([cH:12]1)[NH:7][C:8](=[O:11])[CH2:9][O:10]2)[CH2:23][CH:21]([CH2:20][CH2:19][O:18][Si:17]([C:13]([CH3:14])([CH3:15])[CH3:16])([CH3:24])[CH3:25])[OH:22]. Reactants: C([O-])(O)=O.[Na+] (sodium bicarbonate), [H-].[Na+] (sodium hydride), C(CC(=O)C)(=O)OCC (ethyl acetoacetate), BrCC(=O)C(F)(F)F (1-bromo-3,3,3-trifluoroacetone). Solvent: C(C)O (ethanol), C1(=CC=CC=C1)C (toluene). Conditions: time 18 hour. Yields the product CC=1OCC(C1C(=O)OCC)(C(F)(F)F)O (Ethyl 2-methyl-4-hydroxy-4-trifluoromethyl-4,5-dihydrofuran-3-carboxylate). The yield is 65.9%. RXN SMILES: [H-].[Na+].[C:3]([O:9][CH2:10][CH3:11])(=[O:8])[CH2:4][C:5]([CH3:7])=[O:6].Br[CH2:13][C:14]([C:16]([F:19])([F:18])[F:17])=[O:15].C(=O)(O)[O-].[Na+]>C(O)C.C1(C)C=CC=CC=1>[CH3:7][C:5]1[O:6][CH2:13][C:14]([OH:15])([C:16]([F:19])([F:18])[F:17])[C:4]=1[C:3]([O:9][CH2:10][CH3:11])=[O:8] |f:0.1,4.5|. Procedure details: A solution of 18.8 g of sodium hydride in 175 ml of ethanol was added over 3 hours into a mixture of 51 g of ethyl acetoacetate, 74.8 g of 1-bromo-3,3,3-trifluoroacetone and 200 ml of toluene while maintaining a temperature below +10° C. The mixture was stirred for 18 hours and an aqueous sodium bicarbonate solution was added. The mixture was stirred and extracted with isopropyl ether. The extract was dried and the solvent was evaporated to obtain 62 g of the expected product with a boiling poin... Starting materials: BrB(Br)Br, COc1ccc(C(F)(F)F)c2cnc(Cl)nc12, ClCCl. Yields the product Oc1ccc(C(F)(F)F)c2cnc(Cl)nc12. As a reaction SMILES: [B:18]([Br:19])([Br:20])[Br:21].[Cl:1][c:2]1[n:3][c:4]2[c:5]([O:16][CH3:17])[cH:6][cH:7][c:8]([C:12]([F:13])([F:14])[F:15])[c:9]2[cH:10][n:11]1.[Cl:22][CH2:23][Cl:24]>>[Cl:1][c:2]1[n:3][c:4]2[c:5]([OH:16])[cH:6][cH:7][c:8]([C:12]([F:13])([F:14])[F:15])[c:9]2[cH:10][n:11]1.